This data is from the Open Reaction Database (ORD), a public repository of structured organic reaction records. The task is: describe an organic reaction: reactants, conditions, products, and yield Reactants: CI, [H-], [Na+], C1CCOC1, Cc1nn(-c2ccccn2)c2c1C(O)CC(C)(C)C2. The product is COC1CC(C)(C)Cc2c1c(C)nn2-c1ccccn1. As a reaction SMILES: [CH3:22][I:23].[H-:1].[Na+:2].[O:24]1[CH2:25][CH2:26][CH2:27][CH2:28]1.[OH:3][CH:4]1[c:5]2[c:6]([CH3:21])[n:7][n:8](-[c:15]3[n:16][cH:17][cH:18][cH:19][cH:20]3)[c:9]2[CH2:10][C:11]([CH3:13])([CH3:14])[CH2:12]1>>[O:3]([CH:4]1[c:5]2[c:6]([CH3:21])[n:7][n:8](-[c:15]3[n:16][cH:17][cH:18][cH:19][cH:20]3)[c:9]2[CH2:10][C:11]([CH3:13])([CH3:14])[CH2:12]1)[CH3:22].